From a dataset of the Open Reaction Database (ORD), a public repository of structured organic reaction records. describe an organic reaction: reactants, conditions, products, and yield The reactants are COC=1C=C(C#N)C=C(C1OC)OC (3,4,5-trimethoxybenzonitrile), [BH4-].[Na+] (sodium borohydride). Reagents/catalysts: [Co](Cl)Cl (cobalt chloride). Yields the product COC=1C=C(CN)C=C(C1OC)OC (3,4,5-trimethoxybenzylamine). Reaction SMILES: [CH3:1][O:2][C:3]1[CH:4]=[C:5]([CH:8]=[C:9]([O:13][CH3:14])[C:10]=1[O:11][CH3:12])[C:6]#[N:7].[BH4-].[Na+]>[Co](Cl)Cl>[CH3:14][O:13][C:9]1[CH:8]=[C:5]([CH:4]=[C:3]([O:2][CH3:1])[C:10]=1[O:11][CH3:12])[CH2:6][NH2:7] |f:1.2|. Reported procedure: The starting material 3,4,5-trimethoxybenzylamine was prepared by reduction of 3,4,5-trimethoxybenzonitrile with cobalt chloride and sodium borohydride, according to the general method described by L. S. Heinzman in J. Am. Chem. Soc., 104, p. 6801 (1980).